The task is: describe an organic reaction: reactants, conditions, products, and yield. This data is from the Open Reaction Database (ORD), a public repository of structured organic reaction records. Starting materials: OC1=CC=2N(C=C1)C(=C(N2)C)C(=O)NC (7-hydroxy-N,2-dimethylimidazo[1,2-α]pyridine-3-carboxamide), COC1=CC(=NC=C1)N (4-methoxypyridin-2-amine), ClC(C(=O)OCC)C(C)=O (ethyl 2-chloro-3-oxobutanoate). Solvent: C(C)O (ethanol). Product: COC1=CC=2N(C=C1)C(=C(N2)C)C(=O)OCC (ethyl 7-methoxy-2-methylimidazo[1,2-α]pyridine-3-carboxylate). RXN SMILES: OC1C=CN2C(C(NC)=O)=C(C)N=C2C=1.[CH3:16][O:17][C:18]1[CH:23]=[CH:22][N:21]=[C:20]([NH2:24])[CH:19]=1.Cl[CH:26]([C:32](=O)[CH3:33])[C:27]([O:29][CH2:30][CH3:31])=[O:28]>C(O)C>[CH3:16][O:17][C:18]1[CH:23]=[CH:22][N:21]2[C:26]([C:27]([O:29][CH2:30][CH3:31])=[O:28])=[C:32]([CH3:33])[N:24]=[C:20]2[CH:19]=1. Procedure details: Note that 7-hydroxy-N,2-dimethylimidazo[1,2-α]pyridine-3-carboxamide 111-B was obtained by the following procedure. To a solution of 4-methoxypyridin-2-amine (prepared as in Org. Prep. & Proc. Int., 29, 1, 117-122, 1997) 2.8 g, 22.6 mmol in ethanol (100 ml) was added ethyl 2-chloro-3-oxobutanoate (6.2 ml, 45.2 mmol) and the resulting solution heated to reflux for 16 hours under a nitrogen atmosphere. The solvents were removed in-vacuo and the yellow solid was titrated with dichloromethane to ext...